Dataset: the Open Reaction Database (ORD), a public repository of structured organic reaction records. Task: describe an organic reaction: reactants, conditions, products, and yield Starting materials: C1(C=2C(C(N1)=O)=CC=CC2)=O.[K] (potassium phthalimide), O(C1=CC=CC=C1)CCCBr (3-phenoxypropylbromide). The solvent is CN(C)C=O (DMF). Conditions: temperature 165 celsius. Product: O(C1=CC=CC=C1)CCCC1=C2C(C(=O)NC2=O)=CC=C1 (3-Phenoxypropylphthalimide). The yield is 59.4%. Reaction SMILES: [C:1]1(=[O:11])[NH:5][C:4](=[O:6])[C:3]2=[CH:7][CH:8]=[CH:9][CH:10]=[C:2]12.[K].[O:13]([CH2:20][CH2:21][CH2:22]Br)[C:14]1[CH:19]=[CH:18][CH:17]=[CH:16][CH:15]=1>CN(C=O)C>[O:13]([CH2:20][CH2:21][CH2:22][C:10]1[CH:9]=[CH:8][CH:7]=[C:3]2[C:4]([NH:5][C:1](=[O:11])[C:2]=12)=[O:6])[C:14]1[CH:19]=[CH:18][CH:17]=[CH:16][CH:15]=1 |f:0.1,^1:11|. Reported procedure: A mixture of 7.41 g (40.0 mmol) of potassium phthalimide and 6.30 mL (40.0 mmol) of 3-phenoxypropylbromide in 100 mL DMF was stirred at reflux (165° C.) under N2(g) for 90 min. Mixture was cooled and filtered, filtrate was condensed in vacuo. Residue was recrystallized from 95% ethanol to give 44 (6.68 g, 58%) as a white solid. UV λmax 222 (41700, 95% ETHANOL). 1H NMR (400 MHz, CDCl3) δ 7.85 (m, 2H), 7.72 (m, 2H), 7.24 (t, J=10 Hz, 2H), 6.92 (t, J=7 Hz, 4H), 6.82 (d, J=4 Hz, 2H), 4.03 (t, J=6 Hz... Starting materials: CO (methanol), C(C)(=O)C1=CC(=C(N1)C(=O)OC)Cl (Methyl 5-acetyl-3-chloro-1H-pyrrole-2-carboxylate), [Li+].[OH-] (LiOH). The solvent is C1CCOC1 (THF). Reaction conditions: temperature 60 celsius. The product is C(C)(=O)C1=CC(=C(N1)C(=O)O)Cl (5-Acetyl-3-chloro-1H-pyrrole-2-carboxylic acid). The yield is 94.6%. Reaction SMILES: [C:1]([C:4]1[NH:8][C:7]([C:9]([O:11]C)=[O:10])=[C:6]([Cl:13])[CH:5]=1)(=[O:3])[CH3:2].CO.[Li+].[OH-]>C1COCC1>[C:1]([C:4]1[NH:8][C:7]([C:9]([OH:11])=[O:10])=[C:6]([Cl:13])[CH:5]=1)(=[O:3])[CH3:2] |f:2.3|. Reported procedure: Methyl 5-acetyl-3-chloro-1H-pyrrole-2-carboxylate (0.034 g, 0.169 mmol) was dissolved in THF (1 mL), methanol (1 mL) and 1N LiOH (1 mL). The reaction mixture was heated to 60° C. and stirred. The reaction mixture was evaporated and purification was accomplished by reverse-phase HPLC (water/acetonitrile with 0.1% TFA) to afford the title compound (0.030 g, 76%) as an impure product which was used with no further purification. LCMS: m/z 186.0 (M−1).